From a dataset of the Open Reaction Database (ORD), a public repository of structured organic reaction records. describe an organic reaction: reactants, conditions, products, and yield Starting materials: ClC=1C=C2C(C(NC2=CC1)=O)(C)C (5-chloro-3,3,dimethyl-1,3-dihydro-2H-indol-2-one), ClCCOC1OCCCC1 (2-(2-chloroethoxy)tetrahydro-2H-pyran). The product is ClC=1C=C2C(C(N(C2=CC1)CCO)=O)(C)C (5-Chloro-3,3,dimethyl-1-(2-hydroxy-1-ethyl)-1,3-dihydro-2H-indol-2-one). As a reaction SMILES: [Cl:1][C:2]1[CH:3]=[C:4]2[C:8](=[CH:9][CH:10]=1)[NH:7][C:6](=[O:11])[C:5]2([CH3:13])[CH3:12].Cl[CH2:15][CH2:16][O:17]C1CCCCO1>>[Cl:1][C:2]1[CH:3]=[C:4]2[C:8](=[CH:9][CH:10]=1)[N:7]([CH2:15][CH2:16][OH:17])[C:6](=[O:11])[C:5]2([CH3:13])[CH3:12]. Reported procedure: Prepared from 5-chloro-3,3,dimethyl-1,3-dihydro-2H-indol-2-one (prepared by the method of Endler and Becker; Organic Syntheses Coll. vol.4, page 657) and 2-(2-chloroethoxy)tetrahydro-2H-pyran as described above. Reactants: ClC=1C=CC(=C(C(=O)O)C1)I (5-chloro-2-iodo-benzoic acid). Run in C1CCOC1 (THF). Conditions: time 8 hour. The product is ClC=1C=CC(=C(C1)CO)I ((5-Chloro-2-iodo-phenyl)-methanol). Yield: 100.0%. RXN SMILES: [Cl:1][C:2]1[CH:3]=[CH:4][C:5]([I:11])=[C:6]([CH:10]=1)[C:7](O)=[O:8]>C1COCC1>[Cl:1][C:2]1[CH:3]=[CH:4][C:5]([I:11])=[C:6]([CH2:7][OH:8])[CH:10]=1. Procedure details: Borane-dimethylsulfide complex (3.7 mL, 38.9 mmol) was added slowly to a cold (0° C.) solution of 5-chloro-2-iodo-benzoic acid (10 g, 35.4 mmol) in THF (20 mL). The reaction mixture was allowed to warm to rt, stirred for 8 h, quenched by addition of a saturated aqueous solution of ammonium chloride, and extracted with EtOAc. The organic layer was dried (Na2SO4), filtered, and concentrated to provide 9.5 g of the title compound. tR: 4.72 min (HPLC 2); Rf=0.66 (hexane/EtOAc, 7:3). Reactants: CCCC[Sn](Cl)(CCCC)CCCC, C1CCOC1, CCOC(C)=O, CC(C)[Mg+], [Cl-], [Cl-], Cc1nc(I)cn1-c1ccccc1, [NH4+]. Yields the product CCCC[Sn](CCCC)(CCCC)c1cn(-c2ccccc2)c(C)n1. As a reaction SMILES: [CH2:19]([CH2:20][CH2:21][CH3:22])[Sn:23]([CH2:24][CH2:25][CH2:26][CH3:27])([CH2:28][CH2:29][CH2:30][CH3:31])[Cl:32].[CH2:35]1[O:36][CH2:37][CH2:38][CH2:39]1.[CH3:40][CH2:41][O:42][C:43](=[O:44])[CH3:45].[CH:15]([Mg+:16])([CH3:17])[CH3:18].[Cl-:14].[Cl-:33].[I:1][c:2]1[n:3][c:4]([CH3:13])[n:5](-[c:7]2[cH:8][cH:9][cH:10][cH:11][cH:12]2)[cH:6]1.[NH4+:34]>>[c:2]1([Sn:23]([CH2:19][CH2:20][CH2:21][CH3:22])([CH2:24][CH2:25][CH2:26][CH3:27])[CH2:28][CH2:29][CH2:30][CH3:31])[n:3][c:4]([CH3:13])[n:5](-[c:7]2[cH:8][cH:9][cH:10][cH:11][cH:12]2)[cH:6]1. Reactants: CO, CN(C(=O)c1cc2c(s1)-c1ccc(N=C(c3ccccc3)c3ccccc3)cc1OCC2)c1ccccc1Cl. The product is CN(C(=O)c1cc2c(s1)-c1ccc(N)cc1OCC2)c1ccccc1Cl. RXN SMILES: [CH3:40][OH:41].[Cl:1][c:2]1[c:3]([N:8]([C:9](=[O:10])[c:11]2[cH:12][c:13]3[c:14]([s:38]2)-[c:15]2[c:16]([cH:20][c:21]([N:24]=[C:25]([c:26]4[cH:27][cH:28][cH:29][cH:30][cH:31]4)[c:32]4[cH:33][cH:34][cH:35][cH:36][cH:37]4)[cH:22][cH:23]2)[O:17][CH2:18][CH2:19]3)[CH3:39])[cH:4][cH:5][cH:6][cH:7]1>>[Cl:1][c:2]1[c:3]([N:8]([C:9](=[O:10])[c:11]2[cH:12][c:13]3[c:14]([s:38]2)-[c:15]2[c:16]([cH:20][c:21]([NH2:24])[cH:22][cH:23]2)[O:17][CH2:18][CH2:19]3)[CH3:39])[cH:4][cH:5][cH:6][cH:7]1.